The task is: describe an organic reaction: reactants, conditions, products, and yield. This data is from the Open Reaction Database (ORD), a public repository of structured organic reaction records. Starting materials: CC(Br)C(=O)c1ccccc1F, COC(=O)CC#N, CCN(C(C)C)C(C)C, C1CCOC1. The product is COC(=O)C(C#N)C(C)C(=O)c1ccccc1F. RXN SMILES: [Br:17][CH:18]([C:19](=[O:20])[c:21]1[c:22]([F:27])[cH:23][cH:24][cH:25][cH:26]1)[CH3:28].[CH3:1][O:2][C:3](=[O:4])[CH2:5][C:6]#[N:7].[CH:8]([N:9]([CH:10]([CH3:11])[CH3:12])[CH2:13][CH3:14])([CH3:15])[CH3:16].[O:29]1[CH2:30][CH2:31][CH2:32][CH2:33]1>>[CH3:1][O:2][C:3](=[O:4])[CH:5]([C:6]#[N:7])[CH:18]([C:19](=[O:20])[c:21]1[c:22]([F:27])[cH:23][cH:24][cH:25][cH:26]1)[CH3:28]. The reactants are NC1=CC(=CC(=N1)C1=NC=CC=C1)C=1C=NC=C(C1)C1=CC=C(C=C1)C(=O)N1CCNCC1 ([4-(6′-Amino-[2,2′;4′,3″]terpyridin-5″-yl)-phenyl]-piperazin-1-yl-methanone), C(C)(C)N1CCN(CC1)CC=1C=C(C=CC1)B(O)O (3-((4-isopropylpiperazin-1-yl)methyl)phenylboronic acid). The product is C(C)(C)N1CCN(CC1)CC=1C=C(C=CC1)C=1C=C(C=NC1)C1=CC(=NC(=C1)N)C1=NC=CC=C1 (5″-[3-(4-Isopropyl-piperazin-1-ylmethyl)-phenyl]-[2,2′;4′,3″]terpyridin-6′-ylamine). As a reaction SMILES: [NH2:1][C:2]1[N:7]=[C:6]([C:8]2[CH:13]=[CH:12][CH:11]=[CH:10][N:9]=2)[CH:5]=[C:4]([C:14]2[CH:15]=[N:16][CH:17]=[C:18](C3C=CC(C(N4CCNCC4)=O)=CC=3)[CH:19]=2)[CH:3]=1.[CH:34]([N:37]1[CH2:42][CH2:41][N:40]([CH2:43][C:44]2[CH:45]=[C:46](B(O)O)[CH:47]=[CH:48][CH:49]=2)[CH2:39][CH2:38]1)([CH3:36])[CH3:35]>>[CH:34]([N:37]1[CH2:38][CH2:39][N:40]([CH2:43][C:44]2[CH:49]=[C:48]([C:18]3[CH:19]=[C:14]([C:4]4[CH:3]=[C:2]([NH2:1])[N:7]=[C:6]([C:8]5[CH:13]=[CH:12][CH:11]=[CH:10][N:9]=5)[CH:5]=4)[CH:15]=[N:16][CH:17]=3)[CH:47]=[CH:46][CH:45]=2)[CH2:41][CH2:42]1)([CH3:36])[CH3:35]. Procedure details: This compound is prepared analogously to [4-(6′-Amino-[2,2′;4′,3″]terpyridin-5″-yl)-phenyl]-piperazin-1-yl-methanone (Example 2.50) by replacing piperazin-1-yl-[4-(4,4,5,5-tetramethyl-[1,3,2]dioxaborolan-2-yl)-phenyl]-methanone with 3-((4-isopropylpiperazin-1-yl)methyl)phenylboronic acid (Intermediate B14). The reactants are CC(=O)O[BH-](OC(C)=O)OC(C)=O, CCNCc1ccncc1, CC(=O)O, ClCCl, O=Cc1ccc(OCCCN2CCCCC2)cc1, [Na+], [Na+], [OH-]. Yields the product CCN(Cc1ccncc1)Cc1ccc(OCCCN2CCCCC2)cc1. As a reaction SMILES: [C:29]([O:30][BH-:31]([O:32][C:33](=[O:34])[CH3:35])[O:36][C:37](=[O:38])[CH3:39])(=[O:40])[CH3:41].[CH2:19]([CH3:20])[NH:21][CH2:22][c:23]1[cH:24][cH:25][n:26][cH:27][cH:28]1.[CH3:48][C:49](=[O:50])[OH:51].[Cl:45][CH2:46][Cl:47].[N:1]1([CH2:7][CH2:8][CH2:9][O:10][c:11]2[cH:12][cH:13][c:14]([CH:15]=[O:16])[cH:17][cH:18]2)[CH2:2][CH2:3][CH2:4][CH2:5][CH2:6]1.[Na+:42].[Na+:44].[OH-:43]>>[N:1]1([CH2:7][CH2:8][CH2:9][O:10][c:11]2[cH:12][cH:13][c:14]([CH2:15][N:21]([CH2:19][CH3:20])[CH2:22][c:23]3[cH:24][cH:25][n:26][cH:27][cH:28]3)[cH:17][cH:18]2)[CH2:2][CH2:3][CH2:4][CH2:5][CH2:6]1. Starting materials: CCc1cccc(CC)c1-c1nc(C)c(COc2cc(C(C)C)ccc2C)c(C2=CCN(CC(N)=O)CC2)n1, CCOC(C)=O. The product is CCc1cccc(CC)c1-c1nc(C)c(COc2cc(C(C)C)ccc2C)c(C2CCN(CC(N)=O)CC2)n1. As a reaction SMILES: [CH2:1]([CH3:2])[c:3]1[c:4](-[c:11]2[n:12][c:13]([CH3:39])[c:14]([CH2:27][O:28][c:29]3[c:30]([CH3:38])[cH:31][cH:32][c:33]([CH:35]([CH3:36])[CH3:37])[cH:34]3)[c:15]([C:17]3=[CH:18][CH2:19][N:20]([CH2:23][C:24](=[O:25])[NH2:26])[CH2:21][CH2:22]3)[n:16]2)[c:5]([CH2:9][CH3:10])[cH:6][cH:7][cH:8]1.[CH3:40][CH2:41][O:42][C:43]([CH3:44])=[O:45]>>[CH2:1]([CH3:2])[c:3]1[c:4](-[c:11]2[n:12][c:13]([CH3:39])[c:14]([CH2:27][O:28][c:29]3[c:30]([CH3:38])[cH:31][cH:32][c:33]([CH:35]([CH3:36])[CH3:37])[cH:34]3)[c:15]([CH:17]3[CH2:18][CH2:19][N:20]([CH2:23][C:24](=[O:25])[NH2:26])[CH2:21][CH2:22]3)[n:16]2)[c:5]([CH2:9][CH3:10])[cH:6][cH:7][cH:8]1. The reactants are C(C)OC(=O)C=1C(=NC(=C(C1Cl)[N+](=O)[O-])Cl)C (4,6-dichloro-2-methyl-5-nitropyridine-3-carboxylic acid ethyl ester), CNN (methylhydrazine), 4-chloro-6-(1-methyl)hydrazine 2-methyl-5-nitropyridine-3-carboxylic acid ethyl ester. The solvent is CO (methanol). Run at time 30 minute. Yields the product C(C)OC(=O)C=1C(=NC(=C(C1Cl)[N+](=O)[O-])N(N)C)C (4-Chloro-6-(1-methyl)hydrazino-2-methyl-5-nitropyridine-3-carboxylic acid ethyl ester). As a reaction SMILES: [CH2:1]([O:3][C:4]([C:6]1[C:7]([CH3:17])=[N:8][C:9](Cl)=[C:10]([N+:13]([O-:15])=[O:14])[C:11]=1[Cl:12])=[O:5])[CH3:2].[CH3:18][NH:19][NH2:20]>CO>[CH2:1]([O:3][C:4]([C:6]1[C:7]([CH3:17])=[N:8][C:9]([N:19]([CH3:18])[NH2:20])=[C:10]([N+:13]([O-:15])=[O:14])[C:11]=1[Cl:12])=[O:5])[CH3:2]. Procedure: 27.9 g. of 4,6-dichloro-2-methyl-5-nitropyridine-3-carboxylic acid ethyl ester (0.1 mol.) are dissolved in about 100 ml. methanol. At 50° C., 9.2 g. of methylhydrazine are dropped in and the mixture is stirred for 30 minutes. On cooling 4-chloro-6-(1-methyl)hydrazine-2-methyl-5-nitropyridine-3-carboxylic acid ethyl ester precipitates. Yield 18 g. (62.2%), m.p. 159°-161° (methanol). The reactants are CC(C)(C)OC(=O)NC1(c2ccc(-c3nc4n(c3Br)-c3cccnc3Nc3ccccc3-4)cc2)CCC1, O=C([O-])O, CCO, Cc1ccccc1, [Na+], OB(O)c1ccccc1. The product is CC(C)(C)OC(=O)NC1(c2ccc(-c3nc4n(c3-c3ccccc3)-c3cccnc3Nc3ccccc3-4)cc2)CCC1. RXN SMILES: [Br:1][c:2]1[c:3](-[c:20]2[cH:21][cH:22][c:23]([C:26]3([NH:30][C:31]([O:32][C:33]([CH3:34])([CH3:35])[CH3:36])=[O:37])[CH2:27][CH2:28][CH2:29]3)[cH:24][cH:25]2)[n:4][c:5]2[n:6]1-[c:7]1[c:8]([n:16][cH:17][cH:18][cH:19]1)[NH:9][c:10]1[c:11]-2[cH:12][cH:13][cH:14][cH:15]1.[C:41](=[O:42])([OH:43])[O-:44].[CH3:38][CH2:39][OH:40].[CH3:55][c:56]1[cH:57][cH:58][cH:59][cH:60][cH:61]1.[Na+:45].[c:46]1([B:52]([OH:53])[OH:54])[cH:47][cH:48][cH:49][cH:50][cH:51]1>>[c:2]1(-[c:46]2[cH:47][cH:48][cH:49][cH:50][cH:51]2)[c:3](-[c:20]2[cH:21][cH:22][c:23]([C:26]3([NH:30][C:31]([O:32][C:33]([CH3:34])([CH3:35])[CH3:36])=[O:37])[CH2:27][CH2:28][CH2:29]3)[cH:24][cH:25]2)[n:4][c:5]2[n:6]1-[c:7]1[c:8]([n:16][cH:17][cH:18][cH:19]1)[NH:9][c:10]1[c:11]-2[cH:12][cH:13][cH:14][cH:15]1. The reactants are C(C1=CC=CC=C1)N1C=C(C2=CC=CC=C12)C(=O)NC1=C(C=C(C=C1)CC(=O)OC)Cl (methyl 4-((1-benzyl-3-indolylcarbonyl)amino)-3-chlorophenylacetate), [OH-].[Na+] (NaOH). Solvent: C1CCOC1 (THF). Conditions: temperature 50 celsius, time 18 hour. Yields the product C(C1=CC=CC=C1)N1C=C(C2=CC=CC=C12)C(=O)NC1=C(C=C(C=C1)CC(=O)O)Cl (4-((1-benzyl-3-indolylcarbonyl)amino)-3-chlorophenylacetic acid). The yield is 86.6%. As a reaction SMILES: [CH2:1]([N:8]1[C:16]2[C:11](=[CH:12][CH:13]=[CH:14][CH:15]=2)[C:10]([C:17]([NH:19][C:20]2[CH:25]=[CH:24][C:23]([CH2:26][C:27]([O:29]C)=[O:28])=[CH:22][C:21]=2[Cl:31])=[O:18])=[CH:9]1)[C:2]1[CH:7]=[CH:6][CH:5]=[CH:4][CH:3]=1.[OH-].[Na+]>C1COCC1>[CH2:1]([N:8]1[C:16]2[C:11](=[CH:12][CH:13]=[CH:14][CH:15]=2)[C:10]([C:17]([NH:19][C:20]2[CH:25]=[CH:24][C:23]([CH2:26][C:27]([OH:29])=[O:28])=[CH:22][C:21]=2[Cl:31])=[O:18])=[CH:9]1)[C:2]1[CH:3]=[CH:4][CH:5]=[CH:6][CH:7]=1 |f:1.2|. Reported procedure: In THF (7.0 ml) was dissolved methyl 4-((1-benzyl-3-indolylcarbonyl)amino)-3-chlorophenylacetate (341.3 mg, 0.788 mmol). To the resulting solution was added 0.25N NaOH (7.0 ml). The resulting mixture was stirred at 50° C. for 18 hours. After the reaction mixture was cooled to room temperature, the solvent was distilled off under reduced pressure. The residue was acidified with 1N HCl (2.5 ml). The crystals thus precipitated were collected by filtration under reduced pressure, washed with water a...